This data is from the Open Reaction Database (ORD), a public repository of structured organic reaction records. The task is: describe an organic reaction: reactants, conditions, products, and yield Starting materials: C(OC1=C(C=C(C=O)C=C1)OC)COC1=C(C=C(C=O)C=C1)OC (4,4'-(ethylenedioxy)di-m-anisaldehyde), C(=N)(N)NN.Cl (aminoguanidine hydrochloride). Reagents/catalysts: Cl.Cl.NNC(=N)N (aminoguanidine dihydrochloride). Run in CO (methanol). Yields the product Cl.Cl.C(N)(=N)NN=CC1=CC(=C(C=C1)OCCOC1=C(C=C(C=NNC(N)=N)C=C1)OC)OC (4,4'-(ethylenedioxy)di-m-anisaldehyde bis(amidinohydrazone)dihydrochloride). The yield is 98.4%. RXN SMILES: [CH2:1]([CH2:13][O:14][C:15]1[CH:22]=[CH:21][C:18]([CH:19]=O)=[CH:17][C:16]=1[O:23][CH3:24])[O:2][C:3]1[CH:10]=[CH:9][C:6]([CH:7]=O)=[CH:5][C:4]=1[O:11][CH3:12].[C:25]([NH:28][NH2:29])([NH2:27])=[NH:26].[ClH:30]>CO.Cl.Cl.NNC(N)=N>[ClH:30].[ClH:30].[C:25]([NH:28][N:29]=[CH:7][C:6]1[CH:9]=[CH:10][C:3]([O:2][CH2:1][CH2:13][O:14][C:15]2[CH:22]=[CH:21][C:18]([CH:19]=[N:29][NH:28][C:25](=[NH:26])[NH2:27])=[CH:17][C:16]=2[O:23][CH3:24])=[C:4]([O:11][CH3:12])[CH:5]=1)(=[NH:27])[NH2:26] |f:1.2,4.5.6,7.8.9|. Procedure details: 4,4'-(ethylenedioxy)di-m-anisaldehyde (0.99 g), aminoguanidine hydrochloride (0.829 g), and aminoguanidine dihydrochloride (0.01 g) were heated in 95% methanol (10.5 mL) under nitrogen for 16 hr. Cooling and filtration gave 1.52 g of 4,4'-(ethylenedioxy)di-m-anisaldehyde bis(amidinohydrazone)dihydrochloride, mp 322°-3° C. dec. The reactants are O=Cc1cccc(CN(C(=O)c2cc(C(=O)O)c(C(=O)O)cc2C(=O)O)C2CCCc3ccccc32)c1, CC(C)ON. The product is CC(C)ON=Cc1cccc(CN(C(=O)c2cc(C(=O)O)c(C(=O)O)cc2C(=O)O)C2CCCc3ccccc32)c1. Reaction SMILES: [CH:1](=[O:2])[c:3]1[cH:4][c:5]([CH2:6][N:7]([C:8](=[O:9])[c:10]2[c:11]([C:22](=[O:23])[OH:24])[cH:12][c:13]([C:19](=[O:20])[OH:21])[c:14]([C:16](=[O:17])[OH:18])[cH:15]2)[CH:25]2[CH2:26][CH2:27][CH2:28][c:29]3[cH:30][cH:31][cH:32][cH:33][c:34]32)[cH:35][cH:36][cH:37]1.[CH:38]([CH3:39])([CH3:40])[O:41][NH2:42]>>[CH:1]([c:3]1[cH:4][c:5]([CH2:6][N:7]([C:8](=[O:9])[c:10]2[c:11]([C:22](=[O:23])[OH:24])[cH:12][c:13]([C:19](=[O:20])[OH:21])[c:14]([C:16](=[O:17])[OH:18])[cH:15]2)[CH:25]2[CH2:26][CH2:27][CH2:28][c:29]3[cH:30][cH:31][cH:32][cH:33][c:34]32)[cH:35][cH:36][cH:37]1)=[N:42][O:41][CH:38]([CH3:39])[CH3:40]. Reported procedure: For example, hydrogenation of the dihydropyran-ene-amine to form the dihydropyran-amine may be accomplished in methanol, at 25° C., using about 88-110 psi hydrogen pressure, using 1-2 mol % of a catalyst generated from [Rh(nbd)2]BF4 and SL-M004-1 (SL-M004-1: (αR,αR)-2,2′-bis(α-N,N-dimethyl-aminophenylmethyl)-(S,S)-1,1′-bis[di(3,5-dimethyl-4-methoxyphenyl)phosphino]ferrocene, available from Solvias, Inc. Fort Lee, N.J.). Hydrogenation of the dihydropyran-amine to form the tetrahydropyran-amine ma... Starting materials: [Rh(nbd)2]BF4, [H][H] (hydrogen), dihydropyran-ene-amine, O1C(CCC=C1)N (dihydropyran-amine), (αR,αR)-2,2′-bis(α-N,N-dimethyl-aminophenylmethyl)-(S,S)-1,1′-bis[di(3,5-dimethyl-4-methoxyphenyl)phosphino]ferrocene. Product: O1C(CCC=C1)N (dihydropyran-amine), O1C(CCCC1)N (tetrahydropyran-amine). As a reaction SMILES: [O:1]1[CH:6]=[CH:5][CH2:4][CH2:3][CH:2]1[NH2:7].[H][H]>CO>[O:1]1[CH:6]=[CH:5][CH2:4][CH2:3][CH:2]1[NH2:7].[O:1]1[CH2:6][CH2:5][CH2:4][CH2:3][CH:2]1[NH2:7]. The solvent is CO (methanol). Starting materials: CN(C)CCN, [Cu]I, Cc1cc([N+](=O)[O-])ccc1I, [K+], [K+], [K+], C1COCCO1, O=C1CCOCCN1, O=P([O-])([O-])[O-]. Product: Cc1cc([N+](=O)[O-])ccc1N1CCOCCC1=O. Reaction SMILES: [CH3:28][N:29]([CH3:30])[CH2:31][CH2:32][NH2:33].[Cu:34][I:35].[I:17][c:18]1[c:19]([CH3:27])[cH:20][c:21]([N+:24](=[O:25])[O-:26])[cH:22][cH:23]1.[K+:6].[K+:7].[K+:8].[O:36]1[CH2:37][CH2:38][O:39][CH2:40][CH2:41]1.[O:9]1[CH2:10][CH2:11][NH:12][C:13](=[O:16])[CH2:14][CH2:15]1.[P:1]([O-:2])([O-:3])([O-:4])=[O:5]>>[O:9]1[CH2:10][CH2:11][N:12]([c:18]2[c:19]([CH3:27])[cH:20][c:21]([N+:24](=[O:25])[O-:26])[cH:22][cH:23]2)[C:13](=[O:16])[CH2:14][CH2:15]1. Reactants: O (water), C(C1=CC=CC=C1)OC=1C=C2C(=C3N(C2=CC1)CCCCC3=O)C3=CC=CC=C3 (2-benzyloxy-7,8,9,10-tetrahydro-10-oxo-11-phenyl-6H-azepino[1,2-a]indole), O.NN (hydrazine hydrate), [OH-].[K+] (potassium hydroxide). The solvent is C(COCCOCCO)O (triethylene-glycol). The product is C(C1=CC=CC=C1)OC=1C=C2C(=C3N(C2=CC1)CCCCC3)C3=CC=CC=C3 (2-Benzyloxy-7,8,9,10-tetrahydro-11-phenyl-6H-azepino[1,2-a]indole). RXN SMILES: [CH2:1]([O:8][C:9]1[CH:10]=[C:11]2[C:15](=[CH:16][CH:17]=1)[N:14]1[CH2:18][CH2:19][CH2:20][CH2:21][C:22](=O)[C:13]1=[C:12]2[C:24]1[CH:29]=[CH:28][CH:27]=[CH:26][CH:25]=1)[C:2]1[CH:7]=[CH:6][CH:5]=[CH:4][CH:3]=1.O.NN.[OH-].[K+].O>C(O)COCCOCCO>[CH2:1]([O:8][C:9]1[CH:10]=[C:11]2[C:15](=[CH:16][CH:17]=1)[N:14]1[CH2:18][CH2:19][CH2:20][CH2:21][CH2:22][C:13]1=[C:12]2[C:24]1[CH:29]=[CH:28][CH:27]=[CH:26][CH:25]=1)[C:2]1[CH:3]=[CH:4][CH:5]=[CH:6][CH:7]=1 |f:1.2,3.4|. Reported procedure: An amount of 2.3 g (6 m mole) of 2-benzyloxy-7,8,9,10-tetrahydro-10-oxo-11-phenyl-6H-azepino[1,2-a]indole 4.5 ml of 80% hydrazine hydrate and 1.5 g of potassium hydroxide were heated in 6 ml of triethylene-glycol for two hours to 180° C. and for four hours to 220° C. After cooling, the reaction mixture was mixed with water and extracted with chloroform. After evaporation of the chloroform extracts, the residue was purified by column chromatography on silicagel (solvent: toluene). When the eluate... The reactants are C(C)(C)(C)OC(=O)N1CCC2=C(CC1)C(=C(C=C2)Cl)SC(N(C)C)=O (3-tert-butoxycarbonyl-7-chloro-6-dimethylcarbamoylthio-2,3,4,5-tetrahydro-1H-benzo[d]azepine), C(C)(C)(C)OC(=O)N1CCC2=C(CC1)C(=C(C=C2Cl)Cl)SC(N(C)C)=O (3-tert-butoxycarbonyl-7,9-dichloro-6-dimethylcarbamoylthio-2,3,4,5-tetrahydro-1H-benzo[d]azepine), [OH-].[K+] (potassium hydroxide), C1CCC2=NCCCN2CC1 (DBU), FC(OC1=CC=C(CBr)C=C1)(F)F (4-(trifluoromethoxy)benzyl bromide). Run in [Cl-].[NH4+] (ammonium chloride), [Cl-].[NH4+] (ammonium chloride), CO (methanol). Run at temperature 57.5 celsius, time 8 hour. Yields the product Cl.ClC1=C(C2=C(CCNCC2)C=C1)SCC1=CC=C(C=C1)OC(F)(F)F (7-Chloro-6-(4-trifluoromethoxybenzylthio)-2,3,4,5-tetrahydro-1H-benzo[d]azepine Hydrochloride). The yield is 43.0%. Reaction SMILES: C(OC(N1CCC2C(SC(=O)N(C)C)=C([Cl:19])C=CC=2CC1)=O)(C)(C)C.C(OC([N:33]1[CH2:39][CH2:38][C:37]2[C:40]([S:46][C:47](=O)N(C)C)=[C:41]([Cl:45])[CH:42]=[C:43](Cl)[C:36]=2[CH2:35][CH2:34]1)=O)(C)(C)C.[OH-].[K+].C1CCN2C(=NCCC2)CC1.[F:65][C:66]([F:77])([F:76])[O:67][C:68]1[CH:75]=[CH:74][C:71](CBr)=[CH:70][CH:69]=1>CO.[Cl-].[NH4+]>[ClH:19].[Cl:45][C:41]1[CH:42]=[CH:43][C:36]2[CH2:35][CH2:34][NH:33][CH2:39][CH2:38][C:37]=2[C:40]=1[S:46][CH2:47][C:71]1[CH:70]=[CH:69][C:68]([O:67][C:66]([F:65])([F:76])[F:77])=[CH:75][CH:74]=1 |f:2.3,7.8,9.10|. Reported procedure: To a 4:1 mixture of 3-tert-butoxycarbonyl-7-chloro-6-dimethylcarbamoylthio-2,3,4,5-tetrahydro-1H-benzo[d]azepine and 3-tert-butoxycarbonyl-7,9-dichloro-6-dimethylcarbamoylthio-2,3,4,5-tetrahydro-1H-benzo[d]azepine (102 mg, 0.27 mmol) in methanol (1.7 mL) under nitrogen, add potassium hydroxide (0.9 g, 16.1 mmol) at ambient temperature. When the mixture becomes homogenous, heat at 55-60° C. for 2-3 h, until TLC shows the disappearance of starting material. Cool to ambient temperature, add aqueous...